From a dataset of the Open Reaction Database (ORD), a public repository of structured organic reaction records. describe an organic reaction: reactants, conditions, products, and yield Reactants: Cl.OCC1=CC=C(C=N1)O (6-Hydroxymethyl-pyridin-3-ol hydrochlorid), crude product, intermediate 63B, CCN(C(C)C)C(C)C (Hunig's base), O(C(=O)OC(C)(C)C)C(=O)OC(C)(C)C (BOC2O). Solvent: CN(C)C=O (DMF). Reaction conditions: time 18 hour. Product: C(C)(C)(C)OC(=O)N1C(CCC(C1)O)C ((rac)-5-hydroxy-2-methyl-piperidine-1-carboxylic acid tert-butyl ester). Yield: 17.5%. As a reaction SMILES: Cl.O[CH2:3][C:4]1[N:9]=[CH:8][C:7]([OH:10])=[CH:6][CH:5]=1.CCN(C(C)C)C(C)C.[O:20](C(OC(C)(C)C)=O)[C:21]([O:23][C:24]([CH3:27])([CH3:26])[CH3:25])=O>CN(C=O)C>[C:24]([O:23][C:21]([N:9]1[CH2:8][CH:7]([OH:10])[CH2:6][CH2:5][CH:4]1[CH3:3])=[O:20])([CH3:27])([CH3:26])[CH3:25] |f:0.1|. Reported procedure: 1.50 g (9.28 mmol) of 6-Hydroxymethyl-pyridin-3-ol hydrochlorid was hydrogenated under the conditions described in intermediate 63B. The crude product was dissolved in 5 ml DMF, 5.60 ml (32.00 mmol) of Hunig's base and 3.56 g (16.00 mmol) of BOC2O were added and the yellow solution was stirred 18 h at RT. Evaporation, extraction (AcOEt/water/brine) and chromatography (silica gel, AcOEt/MeOH) gave 0.35 g (15%) (rac)-5-hydroxy-2-methyl-piperidine-1-carboxylic acid tert-butyl ester; MS: 216.4 (MH+) The reactants are FC(C(=O)O)(F)F (Trifluoroacetic acid), C(C)(=O)OC(CC(=O)OC(C)(C)C)CCCCCCCCCCC (t-butyl (3RS)-3-acetoxytetradecanoate). RXN SMILES: FC(F)(F)C(O)=O.[C:8]([O:11][CH:12]([CH2:21][CH2:22][CH2:23][CH2:24][CH2:25][CH2:26][CH2:27][CH2:28][CH2:29][CH2:30][CH3:31])[CH2:13][C:14]([O:16]C(C)(C)C)=[O:15])(=[O:10])[CH3:9]>C1C=CC=CC=1.C1(C)C=CC=CC=1>[C:8]([O:11][CH:12]([CH2:21][CH2:22][CH2:23][CH2:24][CH2:25][CH2:26][CH2:27][CH2:28][CH2:29][CH2:30][CH3:31])[CH2:13][C:14]([OH:16])=[O:15])(=[O:10])[CH3:9]. Run at time 2 hour. The yield is 85.4%. Procedure: Trifluoroacetic acid (32 ml) was added to t-butyl (3RS)-3-acetoxytetradecanoate (14 g) under ice-cooling. The mixture was stirred at the same temperature for 2 hours. The mixture was concentrated under reduced pressure to give a residue. The residue was dissolved in a mixture of benzene and toluene, and concentrated under reduced pressure to give (3RS)-3-acetoxytetradecanoic acid (10.0 g). Solvent: C1=CC=CC=C1 (benzene), C1(=CC=CC=C1)C (toluene). Yields the product C(C)(=O)OC(CC(=O)O)CCCCCCCCCCC ((3RS)-3-acetoxytetradecanoic acid). Reactants: COC1=CC=CC(=N1)CO ((6-methoxypyridin-2-yl)methanol), BrC1=C(C=CC=2N(N=NC21)CC2CC2)O (4-Bromo-1-(cyclopropylmethyl)-1H-benzotriazol-5-ol), C1(=CC=CC=C1)P(C1=CC=CC=C1)C1=CC=CC=C1 (triphenylphosphine), N(=NC(=O)OCC)C(=O)OCC (diethyl diazene-1,2-dicarboxylate). Solvent: ClCCl (dichloromethane). Reaction conditions: time 14 hour. Product: BrC1=C(C=CC=2N(N=NC21)CC2CC2)OCC2=NC(=CC=C2)OC (4-Bromo-1-(cyclopropylmethyl)-5-[(6-methoxypyridin-2-yl)methoxy]-1H-benzotriazole). As a reaction SMILES: [Br:1][C:2]1[C:10]2[N:9]=[N:8][N:7]([CH2:11][CH:12]3[CH2:14][CH2:13]3)[C:6]=2[CH:5]=[CH:4][C:3]=1[OH:15].C1(P(C2C=CC=CC=2)C2C=CC=CC=2)C=CC=CC=1.N(C(OCC)=O)=NC(OCC)=O.[CH3:47][O:48][C:49]1[N:54]=[C:53]([CH2:55]O)[CH:52]=[CH:51][CH:50]=1>ClCCl>[Br:1][C:2]1[C:10]2[N:9]=[N:8][N:7]([CH2:11][CH:12]3[CH2:14][CH2:13]3)[C:6]=2[CH:5]=[CH:4][C:3]=1[O:15][CH2:55][C:53]1[CH:52]=[CH:51][CH:50]=[C:49]([O:48][CH3:47])[N:54]=1. Reported procedure: 4-Bromo-1-(cyclopropylmethyl)-1H-benzotriazol-5-ol (25 mg, 0.093 mmol) and triphenylphosphine (32 mg, 0.12 mmol, 1.3 equiv) were dissolved in dichloromethane (0.5 mL). To the stirring mixture was added diethyl diazene-1,2-dicarboxylate (25 mg, 0.12 mmol, 1.3 equiv), followed by (6-methoxypyridin-2-yl)methanol (16 mg, 0.11 mmol, 1.2 equiv) and the mixture stirred at ambient temperature for 14 hours. The mixture was concentrated in vacuo and the residue was purified by preparative reverse phase HP... The reactants are FC1=C(C=CC(=C1)F)C=1N=C2N(C1C=1N=NC(=CC1)NN)CCC2 (2-(2,4-difluorophenyl)-3-(6-hydrazinylpyridazin-3-yl)-6,7-dihydro-5H-pyrrolo[1,2-a]imidazole), C1(CC1)C=O (cyclopropanecarbaldehyde), C(C)(=O)O.C(C)(=O)O.IC1=CC=CC=C1 (Iodobenzene diacetate). Solvent: C(Cl)Cl (DCM). Run at temperature 2 celsius, time 30 minute. The product is C1(CC1)C1=NN=C2N1N=C(C=C2)C2=C(N=C1N2CCC1)C1=C(C=C(C=C1)F)F (3-Cyclopropyl-6-(2-(2,4-difluorophenyl)-6,7-dihydro-5H-pyrrolo[1,2-a]imidazol-3-yl)-[1,2,4]triazolo[4,3-b]pyridazine). Yield: 64.3%. RXN SMILES: [F:1][C:2]1[CH:7]=[C:6]([F:8])[CH:5]=[CH:4][C:3]=1[C:9]1[N:10]=[C:11]2[CH2:24][CH2:23][CH2:22][N:12]2[C:13]=1[C:14]1[N:15]=[N:16][C:17]([NH:20][NH2:21])=[CH:18][CH:19]=1.[CH:25]1([CH:28]=O)[CH2:27][CH2:26]1.C(O)(=O)C.C(O)(=O)C.IC1C=CC=CC=1>C(Cl)Cl>[CH:25]1([C:28]2[N:16]3[N:15]=[C:14]([C:13]4[N:12]5[CH2:22][CH2:23][CH2:24][C:11]5=[N:10][C:9]=4[C:3]4[CH:4]=[CH:5][C:6]([F:8])=[CH:7][C:2]=4[F:1])[CH:19]=[CH:18][C:17]3=[N:20][N:21]=2)[CH2:27][CH2:26]1 |f:2.3.4|. Procedure: The 2-(2,4-difluorophenyl)-3-(6-hydrazinylpyridazin-3-yl)-6,7-dihydro-5H-pyrrolo[1,2-a]imidazole (5.00 g, 15.2 mmol, Example #35, Step E) was reacted with cyclopropanecarbaldehyde (1.60 g, 22.8 mmol) overnight at ambient temperature in DCM (300 mL). The reaction mixture was cooled to about 0-4° C. Iodobenzene diacetate (5.4 g, 16.75 mmol) was added and the reaction mixture stirred at about 0-4° C. for about 30 min and then at ambient temperature for about 3 h. The reaction mixture was partitione... Starting materials: [H-].[Na+] (Sodium hydride), N1(CCCCC1)CCO (2-(1-piperidyl)ethanol), ClC=1C2=C(N=CN1)SC=C2C2=CC=CC=C2 (4-chloro-5-phenyl-thieno[2,3-d]pyrimidine). Solvent: C1CCOC1 (THF), C1CCOC1 (THF), O (water). Reaction conditions: time 10 minute. The product is C1(=CC=CC=C1)C1=CSC=2N=CN=C(C21)OCCN2CCCCC2 (5-phenyl-4-[2-(1-piperidyl)ethoxy]thieno[2,3-d]pyrimidine). Isolated yield 71.4%. Reaction SMILES: [H-].[Na+].[N:3]1([CH2:9][CH2:10][OH:11])[CH2:8][CH2:7][CH2:6][CH2:5][CH2:4]1.Cl[C:13]1[C:14]2[C:21]([C:22]3[CH:27]=[CH:26][CH:25]=[CH:24][CH:23]=3)=[CH:20][S:19][C:15]=2[N:16]=[CH:17][N:18]=1>C1COCC1.O>[C:22]1([C:21]2[C:14]3[C:13]([O:11][CH2:10][CH2:9][N:3]4[CH2:8][CH2:7][CH2:6][CH2:5][CH2:4]4)=[N:18][CH:17]=[N:16][C:15]=3[S:19][CH:20]=2)[CH:23]=[CH:24][CH:25]=[CH:26][CH:27]=1 |f:0.1|. Reported procedure: Sodium hydride (8 mg, 0.16 mmol) was suspended in dry THF (0.5 mL). To this was added 2-(1-piperidyl)ethanol (16 μL, 0.12 mmol) and the reaction stirred for 10 min until effervescence had ceased. Then 4-chloro-5-phenyl-thieno[2,3-d]pyrimidine (20 mg, 0.08 mmol) in dry THF (0.5 mL) was added and the reaction left to stir at room temperature for 72 hrs. The reaction mixture was diluted with water and extracted with DCM. The organic layers were concentrated and the residue purified by preparative T... Starting materials: COC=1C=C2C(=C(C(NC2=CC1OC)=O)C(=O)OCC)C1=CC(=C(C=C1)OC)OC (ethyl 6,7-dimethoxy-4-(3,4-dimethoxyphenyl)-2(1H)-quinolone-3-carboxylate), P(=O)(Cl)(Cl)Cl (phosphorus oxychloride). Reaction conditions: time 80 minute. The product is ClC1=NC2=CC(=C(C=C2C(=C1C(=O)OCC)C1=CC(=C(C=C1)OC)OC)OC)OC (ethyl 2-chloro-6,7-dimethoxy-4-(3,4-dimethoxyphenyl)quinoline-3-carboxylate). The yield is 73.0%. Reaction SMILES: [CH3:1][O:2][C:3]1[CH:4]=[C:5]2[C:10](=[CH:11][C:12]=1[O:13][CH3:14])[NH:9][C:8](=O)[C:7]([C:16]([O:18][CH2:19][CH3:20])=[O:17])=[C:6]2[C:21]1[CH:26]=[CH:25][C:24]([O:27][CH3:28])=[C:23]([O:29][CH3:30])[CH:22]=1.P(Cl)(Cl)([Cl:33])=O>>[Cl:33][C:8]1[C:7]([C:16]([O:18][CH2:19][CH3:20])=[O:17])=[C:6]([C:21]2[CH:26]=[CH:25][C:24]([O:27][CH3:28])=[C:23]([O:29][CH3:30])[CH:22]=2)[C:5]2[C:10](=[CH:11][C:12]([O:13][CH3:14])=[C:3]([O:2][CH3:1])[CH:4]=2)[N:9]=1. Procedure details: A mixture of ethyl 6,7-dimethoxy-4-(3,4-dimethoxyphenyl)-2(1H)-quinolone-3-carboxylate (5.0 g) and phosphorus oxychloride (POCl3)(6.3 ml) was stirred at 100° to 110° C. for 80 minutes. The reaction mixture was concentrated under reduced pressure. The residue was poured into water, neutralized with an aqueous saturated sodium bicarbonate solution and extracted with chloroform. The chloroform layer was washed with water and dried over magnesium sulfate, and the solvent was evaporated. The residual... The reactants are O=C([O-])[O-], C#CC(=O)OCC, C1CCOC1, Fc1cc(I)ccc1Cl, [Cs+], [Cs+], [Cu]I, Cl[Pd]Cl, c1ccc(P(c2ccccc2)c2ccccc2)cc1, c1ccc(P(c2ccccc2)c2ccccc2)cc1. Product: CCOC(=O)C#Cc1ccc(Cl)c(F)c1. As a reaction SMILES: [C:10](=[O:11])([O-:12])[O-:13].[CH2:16]([CH3:17])[O:18][C:19]([C:20]#[CH:21])=[O:22].[CH2:66]1[O:67][CH2:68][CH2:69][CH2:70]1.[Cl:1][c:2]1[c:3]([F:9])[cH:4][c:5]([I:8])[cH:6][cH:7]1.[Cs+:14].[Cs+:15].[Cu:64][I:65].[Pd:23]([Cl:24])[Cl:25].[c:26]1([P:27]([c:28]2[cH:29][cH:30][cH:31][cH:32][cH:33]2)[c:34]2[cH:35][cH:36][cH:37][cH:38][cH:39]2)[cH:40][cH:41][cH:42][cH:43][cH:44]1.[c:45]1([P:46]([c:47]2[cH:48][cH:49][cH:50][cH:51][cH:52]2)[c:53]2[cH:54][cH:55][cH:56][cH:57][cH:58]2)[cH:59][cH:60][cH:61][cH:62][cH:63]1>>[Cl:1][c:2]1[c:3]([F:9])[cH:4][c:5]([C:21]#[C:20][C:19]([O:18][CH2:16][CH3:17])=[O:22])[cH:6][cH:7]1. Starting materials: CCN(C(C)C)C(C)C (DIPEA), BrC=1N=C2C(=NC1)N(C=C2N)C(C2=CC=CC=C2)(C2=CC=CC=C2)C2=CC=CC=C2 (2-bromo-5-trityl-pyrrolo[2,3-b]pyrazin-7-amine), BrCC1=C(C(=O)Cl)C=CC=C1 (2-(bromomethyl)benzoyl chloride). Solvent: C1CCOC1 (THF), C1CCOC1 (THF). Conditions: time 8 hour. Product: BrC=1N=C2C(=NC1)N(C=C2NC(C2=C(C=CC=C2)CBr)=O)C(C2=CC=CC=C2)(C2=CC=CC=C2)C2=CC=CC=C2 (N-(2-bromo-5-trityl-5H-pyrrolo[2,3-b]pyrazin-7-yl)-2-(bromomethyl)benzamide). Yield: 33.7%. Reaction SMILES: [Br:1][C:2]1[N:3]=[C:4]2[C:10]([NH2:11])=[CH:9][N:8]([C:12]([C:25]3[CH:30]=[CH:29][CH:28]=[CH:27][CH:26]=3)([C:19]3[CH:24]=[CH:23][CH:22]=[CH:21][CH:20]=3)[C:13]3[CH:18]=[CH:17][CH:16]=[CH:15][CH:14]=3)[C:5]2=[N:6][CH:7]=1.CCN(C(C)C)C(C)C.[Br:40][CH2:41][C:42]1[CH:50]=[CH:49][CH:48]=[CH:47][C:43]=1[C:44](Cl)=[O:45]>C1COCC1>[Br:1][C:2]1[N:3]=[C:4]2[C:10]([NH:11][C:44](=[O:45])[C:43]3[CH:47]=[CH:48][CH:49]=[CH:50][C:42]=3[CH2:41][Br:40])=[CH:9][N:8]([C:12]([C:19]3[CH:20]=[CH:21][CH:22]=[CH:23][CH:24]=3)([C:13]3[CH:14]=[CH:15][CH:16]=[CH:17][CH:18]=3)[C:25]3[CH:30]=[CH:29][CH:28]=[CH:27][CH:26]=3)[C:5]2=[N:6][CH:7]=1. Reported procedure: 2-bromo-5-trityl-pyrrolo[2,3-b]pyrazin-7-amine (3 g, 6.588 mmol) dissolved in THF (30 mL) under N2 at rt. DIPEA (5.7 mL, 32.9 mmol) added followed by a solution of 2-(bromomethyl)benzoyl chloride (1.9 g, 8.137 mmol) in THF (10 mL). Reaction mixture stirred overnight then partitioned between EtOAc and water. Aqueous phase extracted with EtOAc. Combined organics washed with saturated NaHCO3 solution then brine, dried and concentrated. Residue taken up in DCM and purified by chromatography (0-40% E... Starting materials: imine, [BH4-].[Na+] (sodium borohydride), COC=1C=C(C=CC1)[C@@H](C)N ((R)-1-(3-methoxyphenyl)ethylamine), CC=1C=C(C=CC#N)C=CC1 (3-methylcinnamonitrile), [H-].C(C(C)C)[Al+]CC(C)C (diisobutyl aluminum hydride). Product: CC=1C=C(C=CC1)C=CCN[C@H](C)C1=CC(=CC=C1)OC ((R)-N-[3-(3-methylphenyl)prop-2-enyl]-1-(3-methoxyphenyl)ethylamine), 12G. As a reaction SMILES: [CH3:1][C:2]1[CH:3]=[C:4]([CH:9]=[CH:10][CH:11]=1)[CH:5]=[CH:6][C:7]#[N:8].[H-].C([Al+]CC(C)C)C(C)C.[CH3:22][O:23][C:24]1[CH:25]=[C:26]([C@H:30](N)[CH3:31])[CH:27]=[CH:28][CH:29]=1.[BH4-].[Na+]>>[CH3:1][C:2]1[CH:3]=[C:4]([CH:5]=[CH:6][CH2:7][NH:8][C@@H:30]([C:26]2[CH:27]=[CH:28][CH:29]=[C:24]([O:23][CH3:22])[CH:25]=2)[CH3:31])[CH:9]=[CH:10][CH:11]=1 |f:1.2,4.5|. Procedure details: In a similar fashion, 3-methylcinnamonitrile was treated with diisobutyl aluminum hydride and the intermediate aluminum-imine complex treated with (R)-1-(3-methoxyphenyl)ethylamine. The intermediate imine was treated with ethanolic sodium borohydride. Work-up and chromatography yielded (R)-N-[3-(3-methylphenyl)prop-2-enyl]-1-(3-methoxyphenyl)ethylamine, 12G, as a clear, colorless oil; m/z (rel. int.) 281 (M+, 5), 266 (9), 176 (24), 146 (71), 135 (62), 131 (100), 115 (23), 105 (19), 91 (41), 77 (...